Dataset: the Open Reaction Database (ORD), a public repository of structured organic reaction records. Task: describe an organic reaction: reactants, conditions, products, and yield Reactants: CC(=O)C1=C(C=CC(=C1)OCC(F)(F)F)OCC(F)(F)F (2,5-bis(2,2,2-trifluoroethoxy)acetophenone), N1=C(C=CC=C1)C=O (2-pyridine carboxaldehyde). The product is FC(COC1=C(C=C(C=C1)OCC(F)(F)F)C(C=CC1=NC=CC=C1)=O)(F)F (1-[2,5-Bis(2,2,2-trifluoroethoxy)phenyl]-3-(2-pyridyl)-2-propen-1-one), solid. Yield: 10.0%. As a reaction SMILES: [CH3:1][C:2]([C:4]1[CH:9]=[C:8]([O:10][CH2:11][C:12]([F:15])([F:14])[F:13])[CH:7]=[CH:6][C:5]=1[O:16][CH2:17][C:18]([F:21])([F:20])[F:19])=[O:3].[N:22]1[CH:27]=[CH:26][CH:25]=[CH:24][C:23]=1[CH:28]=O>>[F:21][C:18]([F:19])([F:20])[CH2:17][O:16][C:5]1[CH:6]=[CH:7][C:8]([O:10][CH2:11][C:12]([F:13])([F:14])[F:15])=[CH:9][C:4]=1[C:2](=[O:3])[CH:1]=[CH:28][C:23]1[CH:24]=[CH:25][CH:26]=[CH:27][N:22]=1. Reported procedure: The title compound was prepared from a mixture of 2,5-bis(2,2,2-trifluoroethoxy)acetophenone (100 mg, 0.316 mmol) and 2-pyridine carboxaldehyde (30 ul, 0.316 mmol) similar to Example 15 and isolated as a yellow solid (13 mg, 10%) 1H NMR (CDCl3): 8.68-8.65 (m, 1H), 7.79 (d, J=15.6 Hz, 1H), 7.72 (dd, J=1.7, 7.7 Hz, 1H), 7.64 (d, J=15.6 Hz, 1H), 7.53 (d, J=7.8 Hz, 1H), 7.31-7.28 (m, 1H), 7.25 (s, 1H), 7.12 (dd, J=3.2, 8.9 Hz, 1H), 6.96 (d, J=9.3 Hz, 1H), 4.44-4.33 (m, 4H). Reactants: FC=1C=C(C=CC1OC)C1C(CN(CC1)C(=O)OCC1=CC=CC=C1)O (benzyl 4-(3-fluoro-4-methoxyphenyl)-3-hydroxypiperidine-1-carboxylate), ClCC=1C=CC2=C(N(C(CO2)=O)CCCOC)C1 (6-chloromethyl-4-(3-methoxypropyl)-4H-benzo[1,4]oxazin-3-one). The product is FC=1C=C(C=CC1OC)C1C(CN(CC1)C(=O)OCC1=CC=CC=C1)OCC=1C=CC2=C(N(C(CO2)=O)CCCOC)C1 (Benzyl 4-(3-fluoro-4-methoxyphenyl)-3-[4-(3-methoxypropyl)-3-oxo-3,4-dihydro-2H-benzo[1,4]oxazin-6-ylmethoxy]piperidine-1-carboxylate). As a reaction SMILES: [F:1][C:2]1[CH:3]=[C:4]([CH:10]2[CH2:15][CH2:14][N:13]([C:16]([O:18][CH2:19][C:20]3[CH:25]=[CH:24][CH:23]=[CH:22][CH:21]=3)=[O:17])[CH2:12][CH:11]2[OH:26])[CH:5]=[CH:6][C:7]=1[O:8][CH3:9].Cl[CH2:28][C:29]1[CH:30]=[CH:31][C:32]2[O:37][CH2:36][C:35](=[O:38])[N:34]([CH2:39][CH2:40][CH2:41][O:42][CH3:43])[C:33]=2[CH:44]=1>>[F:1][C:2]1[CH:3]=[C:4]([CH:10]2[CH2:15][CH2:14][N:13]([C:16]([O:18][CH2:19][C:20]3[CH:21]=[CH:22][CH:23]=[CH:24][CH:25]=3)=[O:17])[CH2:12][CH:11]2[O:26][CH2:28][C:29]2[CH:30]=[CH:31][C:32]3[O:37][CH2:36][C:35](=[O:38])[N:34]([CH2:39][CH2:40][CH2:41][O:42][CH3:43])[C:33]=3[CH:44]=2)[CH:5]=[CH:6][C:7]=1[O:8][CH3:9]. Reported procedure: Analogously to Method D, 0.050 g of benzyl 4-(3-fluoro-4-methoxyphenyl)-3-hydroxypiperidine-1-carboxylate and 0.042 g of 6-chloromethyl-4-(3-methoxypropyl)-4H-benzo[1,4]oxazin-3-one are reacted. The title compound is obtained as a colourless resin. Rf=0.26 (2:1 EtOAc-heptane); Rt=5.10. Starting materials: Cl, [Na+], C1COCCO1, [OH-], O, CCOC(=O)C=Cc1ccc(NC2CCN(c3ccccc3)C2)nc1. Yields the product Cl, O=C(O)C=Cc1ccc(NC2CCN(c3ccccc3)C2)nc1. As a reaction SMILES: [ClH:29].[Na+:27].[O:30]1[CH2:31][CH2:32][O:33][CH2:34][CH2:35]1.[OH-:26].[OH2:28].[c:1]1([N:7]2[CH2:8][CH:9]([NH:12][c:13]3[cH:14][cH:15][c:16]([CH:19]=[CH:20][C:21](=[O:22])[O:23][CH2:24][CH3:25])[cH:17][n:18]3)[CH2:10][CH2:11]2)[cH:2][cH:3][cH:4][cH:5][cH:6]1>>[ClH:29].[c:1]1([N:7]2[CH2:8][CH:9]([NH:12][c:13]3[cH:14][cH:15][c:16]([CH:19]=[CH:20][C:21](=[O:22])[OH:23])[cH:17][n:18]3)[CH2:10][CH2:11]2)[cH:2][cH:3][cH:4][cH:5][cH:6]1. The reactants are COc1ccccc1CCN, N#Cc1cccnc1OCC1CO1. The product is COc1ccccc1CCNCC(O)COc1ncccc1C#N. As a reaction SMILES: [CH3:1][O:2][c:3]1[c:4]([CH2:5][CH2:6][NH2:7])[cH:8][cH:9][cH:10][cH:11]1.[O:12]1[CH:13]([CH2:14][O:15][c:16]2[n:17][cH:18][cH:19][cH:20][c:21]2[C:22]#[N:23])[CH2:24]1>>[CH3:1][O:2][c:3]1[c:4]([CH2:5][CH2:6][NH:7][CH2:24][CH:13]([OH:12])[CH2:14][O:15][c:16]2[n:17][cH:18][cH:19][cH:20][c:21]2[C:22]#[N:23])[cH:8][cH:9][cH:10][cH:11]1. Reactants: CCOC(=O)C1(C2CC(=O)N(C(C)c3ccccc3)C2)CC1, [Li]CCCC, CCCCCC, CC(C)NC(C)C, [Cl-], [NH4+], O, C1CCOC1. The product is CCOC(=O)C1(C2CN(C(C)c3ccccc3)C(=O)C2O)CC1. As a reaction SMILES: [CH2:13]([CH3:14])[O:15][C:16](=[O:17])[C:18]1([CH:21]2[CH2:22][C:23](=[O:34])[N:24]([CH:26]([CH3:27])[c:28]3[cH:29][cH:30][cH:31][cH:32][cH:33]3)[CH2:25]2)[CH2:19][CH2:20]1.[CH2:8]([Li:9])[CH2:10][CH2:11][CH3:12].[CH3:43][CH2:44][CH2:45][CH2:46][CH2:47][CH3:48].[CH:1]([NH:2][CH:3]([CH3:4])[CH3:5])([CH3:6])[CH3:7].[Cl-:36].[NH4+:37].[O:35].[O:38]1[CH2:39][CH2:40][CH2:41][CH2:42]1>>[CH2:13]([CH3:14])[O:15][C:16](=[O:17])[C:18]1([CH:21]2[CH:22]([OH:38])[C:23](=[O:34])[N:24]([CH:26]([CH3:27])[c:28]3[cH:29][cH:30][cH:31][cH:32][cH:33]3)[CH2:25]2)[CH2:19][CH2:20]1.